This data is from the Open Reaction Database (ORD), a public repository of structured organic reaction records. The task is: describe an organic reaction: reactants, conditions, products, and yield Reactants: O (water), C(C)OC(=O)C=1C=NNC1N1N=C(NC1=O)C(NC1=CC=C(C=C1)C1=NOC(=N1)C(F)(F)F)C=1C(=C2CCCOC2=C(C1)OC)F (5-(3-{(5-fluoro-8-methoxychroman-6-yl)-[4-(5-trifluoromethyl-[1,2,4]oxadiazol-3-yl)phenylamino]methyl}-5-oxo-4,5-dihydro-[1,2,4]triazol-1-yl)-1H-pyrazole-4-carboxylic acid ethyl ester), CO (methanol). Reagents/catalysts: [Fe] (Iron). Solvent: C(C)(=O)O (acetic acid). Reaction conditions: temperature 60 celsius, time 20 hour. Product: C(C)OC(=O)C=1C=NNC1N1N=C(NC1=O)C(C=1C(=C2CCCOC2=C(C1)OC)F)NC1=CC=C(C=C1)C(N)=N (5-{3-[(4-carbamimidoylphenylamino)-(5-fluoro-8-methoxychroman-6-yl)methyl]-5-oxo-4,5-dihydro-[1,2,4]triazol-1-yl}-1H-pyrazole-4-carboxylic acid ethyl ester). The yield is 34.8%. As a reaction SMILES: CO.O.[CH2:4]([O:6][C:7]([C:9]1[CH:10]=[N:11][NH:12][C:13]=1[N:14]1[C:18](=[O:19])[NH:17][C:16]([CH:20]([C:37]2[C:38]([F:49])=[C:39]3[C:44](=[C:45]([O:47][CH3:48])[CH:46]=2)[O:43][CH2:42][CH2:41][CH2:40]3)[NH:21][C:22]2[CH:27]=[CH:26][C:25]([C:28]3[N:32]=C(C(F)(F)F)O[N:29]=3)=[CH:24][CH:23]=2)=[N:15]1)=[O:8])[CH3:5]>[Fe].C(O)(=O)C>[CH2:4]([O:6][C:7]([C:9]1[CH:10]=[N:11][NH:12][C:13]=1[N:14]1[C:18](=[O:19])[NH:17][C:16]([CH:20]([NH:21][C:22]2[CH:27]=[CH:26][C:25]([C:28](=[NH:29])[NH2:32])=[CH:24][CH:23]=2)[C:37]2[C:38]([F:49])=[C:39]3[C:44](=[C:45]([O:47][CH3:48])[CH:46]=2)[O:43][CH2:42][CH2:41][CH2:40]3)=[N:15]1)=[O:8])[CH3:5]. Reported procedure: Iron powder (64 mg) was added to 6 ml of a methanol:water:acetic acid=1:1:1 mixed solvent solution containing 74 mg of 5-(3-{(5-fluoro-8-methoxychroman-6-yl)-[4-(5-trifluoromethyl-[1,2,4]oxadiazol-3-yl)phenylamino]methyl}-5-oxo-4,5-dihydro-[1,2,4]triazol-1-yl)-1H-pyrazole-4-carboxylic acid ethyl ester. The resulting mixture was stirred at 60° C. for 20 hours under a nitrogen atmosphere. After filtration, the reaction mixture was purified by reverse-phase high performance liquid chromatography (a... RXN SMILES: [CH2:20]([Li:21])[CH2:22][CH2:23][CH3:24].[CH3:14][CH2:15][CH2:16][CH2:17][CH2:18][CH3:19].[CH3:25][N:26]([CH:27]=[O:28])[CH3:29].[O:1]1[CH:2]([O:7][CH2:8][c:9]2[cH:10][n:11][cH:12][s:13]2)[CH2:3][CH2:4][CH2:5][CH2:6]1.[O:43]1[CH2:44][CH2:45][CH2:46][CH2:47]1.[OH:30][C:31]([CH2:32][C:33]([C:34](=[O:35])[OH:36])([CH2:37][C:38](=[O:39])[OH:40])[OH:41])=[O:42]>>[O:1]1[CH:2]([O:7][CH2:8][c:9]2[cH:10][n:11][c:12]([CH:27]=[O:28])[s:13]2)[CH2:3][CH2:4][CH2:5][CH2:6]1. Reactants: [Li]CCCC, CCCCCC, CN(C)C=O, c1ncc(COC2CCCCO2)s1, C1CCOC1, O=C(O)CC(O)(CC(=O)O)C(=O)O. Yields the product O=Cc1ncc(COC2CCCCO2)s1. The reactants are ClCCOCCC (2-chloroethylpropylether), C([O-])([O-])=O.[K+].[K+] (potassium carbonate), [I-].[Na+] (sodium iodide), BrC1=CC=C(C=C1)O (4-bromophenol). Run in CN(C)C=O (DMF), O (water). Conditions: temperature 80 celsius, time 16 hour. Product: BrC1=CC=C(C=C1)OCCOCCC (1-bromo-4-(2-propoxyethoxy)benzene). Reaction SMILES: [Br:1][C:2]1[CH:7]=[CH:6][C:5]([OH:8])=[CH:4][CH:3]=1.C(=O)([O-])[O-].[K+].[K+].[I-].[Na+].Cl[CH2:18][CH2:19][O:20][CH2:21][CH2:22][CH3:23]>CN(C=O)C.O>[Br:1][C:2]1[CH:7]=[CH:6][C:5]([O:8][CH2:18][CH2:19][O:20][CH2:21][CH2:22][CH3:23])=[CH:4][CH:3]=1 |f:1.2.3,4.5|. Procedure: In DMF (120 ml) was dissolved 4-bromophenol (20 g). To the mixture were added potassium carbonate (24 g) and sodium iodide (19.1 g) and then was added dropwise 2-chloroethylpropylether (19 ml), and the mixture was stirred at 80° C. for 16 hours and cooled to room temperature. The reaction mixture was added to water, and the mixture was extracted with ethyl acetate, washed with saturated brine and dried with magnesium sulfate. Under reduced pressure, the solvent was evaporated, and the residue wa... The reactants are solution, C(CCC)[Li] (n-butyllithium), CCCCCC (hexane), BrCCCCCCBr (1,6-dibromohexane), CC=1C=CC=CC1C(=O)O (Toluic acid), C(C)(C)NC(C)C (Diisopropylamine). Solvent: O1CCCC1 (tetrahydrofuran), O1CCCC1 (tetrahydrofuran). Conditions: temperature 0 celsius. The product is BrCCCCCCCC1=C(C(=O)O)C=CC=C1 (2-(7-Bromoheptyl)benzoic acid). As a reaction SMILES: C(NC(C)C)(C)C.C([Li])CCC.CCCCCC.[CH3:19][C:20]1[CH:21]=[CH:22][CH:23]=[CH:24][C:25]=1[C:26]([OH:28])=[O:27].[Br:29][CH2:30][CH2:31][CH2:32][CH2:33][CH2:34][CH2:35]Br>O1CCCC1>[Br:29][CH2:30][CH2:31][CH2:32][CH2:33][CH2:34][CH2:35][CH2:19][C:20]1[CH:21]=[CH:22][CH:23]=[CH:24][C:25]=1[C:26]([OH:28])=[O:27]. Procedure: Diisopropylamine (61.8 ml, 441 mmoles) was dissolved in tetrahydrofuran (200 ml) and cooled to 0° C. in an ice-methanol bath while stirring under argon. A 2.6 M solution of n-butyllithium in hexane (170 ml, 441 mmoles) was added dropwise. Toluic acid (30.0 g, 221 mmoles) was then added and the reaction immediately turned a deep red color. This mixture was added slowly to a solution of 1,6-dibromohexane (84 ml, 551 mmoles) in tetrahydrofuran (200 ml) at 0° C. Following the addition, the ice bath ... The reactants are C(\C=C\C=C)N(C(C)=O)CC=C (N-[(E)-2,4-pentadienyl]-N-(2-propenyl)-acetamide). Run in C=1(C(=CC=CC1)C)C (xylene). Product: CC=CCCCCCC (non-2-ene). As a reaction SMILES: [CH2:1](N(CC=C)C(=O)C)/[CH:2]=[CH:3]/[CH:4]=[CH2:5]>C1(C)C(C)=CC=CC=1>[CH3:1][CH:2]=[CH:3][CH2:4][CH2:1][CH2:2][CH2:3][CH2:4][CH3:5]. Procedure: Dissolve 33.1 g (0.2 mol) of N-[(E)-2,4-pentadienyl]-N-(2-propenyl)-acetamide (title compound from Example A.3.) in 200 ml of xylene, pass a powerful stream of nitrogen through for 15 min, add 0.1 g of 4-hydroxyanisole, and then heat to reflux overnight. Concentrate, distil under high vacuum. Starting materials: O=C(O)c1c(Cl)cccc1Br, C[Si](C)(C)C=[N+]=[N-], CO. The product is COC(=O)c1c(Cl)cccc1Br. As a reaction SMILES: [Br:1][c:2]1[c:3]([C:4](=[O:5])[OH:6])[c:7]([Cl:11])[cH:8][cH:9][cH:10]1.[CH3:12][Si:13]([CH:14]=[N+:15]=[N-:16])([CH3:17])[CH3:18].[CH3:19][OH:20]>>[Br:1][c:2]1[c:3]([C:4](=[O:5])[O:6][CH3:12])[c:7]([Cl:11])[cH:8][cH:9][cH:10]1.